From a dataset of the Open Reaction Database (ORD), a public repository of structured organic reaction records. describe an organic reaction: reactants, conditions, products, and yield The reactants are C1CCCCC1, O=S(Cl)Cl, O=C(O)c1coc2ccccc2c1=O. RXN SMILES: [CH2:19]1[CH2:20][CH2:21][CH2:22][CH2:23][CH2:24]1.[S:15]([Cl:16])([Cl:17])=[O:18].[o:1]1[cH:2][c:3]([C:12](=[O:13])[OH:14])[c:4](=[O:11])[c:5]2[cH:6][cH:7][cH:8][cH:9][c:10]12>>[o:1]1[cH:2][c:3]([C:12](=[O:14])[Cl:17])[c:4](=[O:11])[c:5]2[cH:6][cH:7][cH:8][cH:9][c:10]12. Product: O=C(Cl)c1coc2ccccc2c1=O. Reactants: CNC(=O)c1cc(Oc2ccc(NC(=O)Nc3cc(C(C)(C)C)nn3-c3cccc(CO)c3)c(F)c2)ccn1, O=C1CCC(=O)O1, C1CCOC1. Product: CNC(=O)c1cc(Oc2ccc(NC(=O)Nc3cc(C(C)(C)C)nn3-c3cccc(COC(=O)CCC(=O)O)c3)c(F)c2)ccn1. Reaction SMILES: [C:1]([CH3:2])([CH3:3])([CH3:4])[c:5]1[n:6][n:7](-[c:32]2[cH:33][c:34]([CH2:38][OH:39])[cH:35][cH:36][cH:37]2)[c:8]([NH:10][C:11](=[O:12])[NH:13][c:14]2[c:15]([F:31])[cH:16][c:17]([O:18][c:19]3[cH:20][c:21]([C:25](=[O:26])[NH:27][CH3:28])[n:22][cH:23][cH:24]3)[cH:29][cH:30]2)[cH:9]1.[O:40]=[C:41]1[CH2:42][CH2:43][C:44](=[O:45])[O:46]1.[O:47]1[CH2:48][CH2:49][CH2:50][CH2:51]1>>[C:1]([CH3:2])([CH3:3])([CH3:4])[c:5]1[n:6][n:7](-[c:32]2[cH:33][c:34]([CH2:38][O:39][C:44]([CH2:43][CH2:42][C:41](=[O:40])[OH:46])=[O:45])[cH:35][cH:36][cH:37]2)[c:8]([NH:10][C:11](=[O:12])[NH:13][c:14]2[c:15]([F:31])[cH:16][c:17]([O:18][c:19]3[cH:20][c:21]([C:25](=[O:26])[NH:27][CH3:28])[n:22][cH:23][cH:24]3)[cH:29][cH:30]2)[cH:9]1. The reactants are C(C)(C)(C)OC(=O)NCCO (N-(tert-butoxycarbonyl)ethanolamine), O1COC2=C1C=CC(=C2)S(=O)(=O)N(CC(C)C)C[C@@H]2[C@@H](N(C(O2)(C)C)C(=O)O[C@H]2CO[C@H]1OCC[C@H]12)CC1=CC=C(C=C1)O ((3R,3aS,6aR)hexahydrofuro[2,3-b]furan-3-yl (4S,5R)-5-{[(1,3-benzodioxol-5-ylsulfonyl)(isobutyl)amino]methyl}-4-(4-hydroxybenzyl)-2,2-dimethyl-1,3-oxazolidine-3-carboxylate). Yields the product O1COC2=C1C=CC(=C2)S(=O)(=O)N(CC(C)C)C[C@@H]2[C@@H](N(C(O2)(C)C)C(=O)O[C@H]2CO[C@H]1OCC[C@H]12)CC1=CC=C(C=C1)OCCNC(=O)OC(C)(C)C ((3R,3aS,6aR)hexahydrofuro[2,3-b]furan-3-yl (4S,5R)-5-{[(1,3-benzodioxol-5-ylsulfonyl)(isobutyl)amino]methyl}-4-(4-[2-(tert-butoxycarbonylamino)ethoxy]benzyl)-2,2-dimethyl-1,3-oxazolidine-3-carboxylate). As a reaction SMILES: [C:1]([O:5][C:6]([NH:8][CH2:9][CH2:10][OH:11])=[O:7])([CH3:4])([CH3:3])[CH3:2].[O:12]1[C:16]2[CH:17]=[CH:18][C:19]([S:21]([N:24]([CH2:29][C@H:30]3[O:34][C:33]([CH3:36])([CH3:35])[N:32]([C:37]([O:39][C@@H:40]4[C@H:47]5[C@H:43]([O:44][CH2:45][CH2:46]5)[O:42][CH2:41]4)=[O:38])[C@H:31]3[CH2:48][C:49]3[CH:54]=[CH:53][C:52](O)=[CH:51][CH:50]=3)[CH2:25][CH:26]([CH3:28])[CH3:27])(=[O:23])=[O:22])=[CH:20][C:15]=2[O:14][CH2:13]1>>[O:12]1[C:16]2[CH:17]=[CH:18][C:19]([S:21]([N:24]([CH2:29][C@H:30]3[O:34][C:33]([CH3:36])([CH3:35])[N:32]([C:37]([O:39][C@@H:40]4[C@H:47]5[C@H:43]([O:44][CH2:45][CH2:46]5)[O:42][CH2:41]4)=[O:38])[C@H:31]3[CH2:48][C:49]3[CH:50]=[CH:51][C:52]([O:11][CH2:10][CH2:9][NH:8][C:6]([O:5][C:1]([CH3:4])([CH3:3])[CH3:2])=[O:7])=[CH:53][CH:54]=3)[CH2:25][CH:26]([CH3:27])[CH3:28])(=[O:23])=[O:22])=[CH:20][C:15]=2[O:14][CH2:13]1. Reported procedure: According to example 135 (with the exception that N-(tert-butoxycarbonyl)ethanolamine was used instead of phenethyl alcohol), (3R,3aS,6aR)hexahydrofuro[2,3-b]furan-3-yl (4S,5R)-5-{[(1,3-benzodioxol-5-ylsulfonyl)(isobutyl)amino]methyl}-4-(4-hydroxybenzyl)-2,2-dimethyl-1,3-oxazolidine-3-carboxylate was converted to the desired compound. MS(ESI): 798(M+Na).